The task is: describe an organic reaction: reactants, conditions, products, and yield. This data is from the Open Reaction Database (ORD), a public repository of structured organic reaction records. Starting materials: OC1=C(C(=O)C2=CC=CC=C2)C=CC(=C1)O (2,4-dihydroxybenzophenone), Cl.ClCC=1C=NC=CC1 (3-chloromethylpyridine hydrochloride), C([O-])([O-])=O.[K+].[K+] (potassium carbonate). Reagents/catalysts: [Br-].C(CCC)[N+](CCCC)(CCCC)CCCC (tetrabutylammonium bromide), [I-].[K+] (potassium iodide). The solvent is C(C)C(=O)C (methyl ethyl ketone), C(C)(=O)OCC (ethyl acetate). Run at time 18 hour. Product: OC1=C(C=CC(=C1)OCC=1C=NC=CC1)C(C1=CC=CC=C1)=O (2′-hydroxy-4′-(pyridin-3-ylmethoxy)benzophenone). Isolated yield 69.5%. RXN SMILES: [OH:1][C:2]1[CH:15]=[C:14]([OH:16])[CH:13]=[CH:12][C:3]=1[C:4]([C:6]1[CH:11]=[CH:10][CH:9]=[CH:8][CH:7]=1)=[O:5].Cl.Cl[CH2:19][C:20]1[CH:21]=[N:22][CH:23]=[CH:24][CH:25]=1.C(=O)([O-])[O-].[K+].[K+]>[Br-].C([N+](CCCC)(CCCC)CCCC)CCC.C(C(C)=O)C.C(OCC)(=O)C.[I-].[K+]>[OH:1][C:2]1[CH:15]=[C:14]([O:16][CH2:19][C:20]2[CH:21]=[N:22][CH:23]=[CH:24][CH:25]=2)[CH:13]=[CH:12][C:3]=1[C:4](=[O:5])[C:6]1[CH:11]=[CH:10][CH:9]=[CH:8][CH:7]=1 |f:1.2,3.4.5,6.7,10.11|. Procedure: A mixture of 2,4-dihydroxybenzophenone (21.4 g), 3-chloromethylpyridine hydrochloride (25 g), potassium carbonate (80 g), potassium iodide (0.5 g) and tetrabutylammonium bromide (0.2 g) in methyl ethyl ketone is heated at reflux with mechanical stirring for 18 hours. The reaction mixture is filtered through hyflo and the solids washed with several portions of methyl ethyl ketone. The filtrate and the washings are combined and concentrated under reduced pressure to leave a brown oil which is diss...